describe an organic reaction: reactants, conditions, products, and yield From a dataset of the Open Reaction Database (ORD), a public repository of structured organic reaction records. Reactants: COC(=O)c1cccc(CBr)c1, CN(C)C=O, CCOC(C)=O, [H-], O=[N+]([O-])c1cc[nH]n1, [Na+]. Yields the product COC(=O)c1cccc(Cn2ccc([N+](=O)[O-])n2)c1. As a reaction SMILES: [CH3:11][O:12][C:13]([c:14]1[cH:15][c:16]([CH2:20][Br:21])[cH:17][cH:18][cH:19]1)=[O:22].[CH3:23][N:24]([CH3:25])[CH:26]=[O:27].[CH3:28][CH2:29][O:30][C:31](=[O:32])[CH3:33].[H-:9].[N+:1](=[O:2])([O-:3])[c:4]1[n:5][nH:6][cH:7][cH:8]1.[Na+:10]>>[N+:1](=[O:2])([O-:3])[c:4]1[n:5][n:6]([CH2:20][c:16]2[cH:15][c:14]([C:13]([O:12][CH3:11])=[O:22])[cH:19][cH:18][cH:17]2)[cH:7][cH:8]1. Starting materials: FC(F)(Br)C(F)(F)Br, CC(C)(C)c1ccccc1S, C1CCCCC1, [Li]CCCC, CN(C)CCN(C)C, [Li]C(C)CC, C1CCOC1. Product: CC(C)(C)c1cccc(Br)c1S. RXN SMILES: [Br:30][C:31]([F:32])([F:33])[C:34]([F:35])([F:36])[Br:37].[C:14]([CH3:15])([CH3:16])([CH3:17])[c:18]1[c:19]([SH:24])[cH:20][cH:21][cH:22][cH:23]1.[CH2:38]1[CH2:39][CH2:40][CH2:41][CH2:42][CH2:43]1.[CH2:9]([Li:10])[CH2:11][CH2:12][CH3:13].[CH3:1][N:2]([CH3:3])[CH2:4][CH2:5][N:6]([CH3:7])[CH3:8].[CH:25]([Li:26])([CH2:27][CH3:28])[CH3:29].[O:44]1[CH2:45][CH2:46][CH2:47][CH2:48]1>>[C:14]([CH3:15])([CH3:16])([CH3:17])[c:18]1[c:19]([SH:24])[c:20]([Br:30])[cH:21][cH:22][cH:23]1.